This data is from the Open Reaction Database (ORD), a public repository of structured organic reaction records. The task is: describe an organic reaction: reactants, conditions, products, and yield The reactants are CN(C)C=O, COC(=O)C=Cc1c(COc2ccc(Cl)cc2)n(C)c2ccccc12. Yields the product COC(=O)CCc1c(COc2ccc(Cl)cc2)n(C)c2ccccc12. RXN SMILES: [CH3:26][N:27]([CH3:28])[CH:29]=[O:30].[Cl:1][c:2]1[cH:3][cH:4][c:5]([O:6][CH2:7][c:8]2[n:9]([CH3:23])[c:10]3[cH:11][cH:12][cH:13][cH:14][c:15]3[c:16]2[CH:17]=[CH:18][C:19](=[O:20])[O:21][CH3:22])[cH:24][cH:25]1>>[Cl:1][c:2]1[cH:3][cH:4][c:5]([O:6][CH2:7][c:8]2[n:9]([CH3:23])[c:10]3[cH:11][cH:12][cH:13][cH:14][c:15]3[c:16]2[CH2:17][CH2:18][C:19](=[O:20])[O:21][CH3:22])[cH:24][cH:25]1.